describe an organic reaction: reactants, conditions, products, and yield From a dataset of the Open Reaction Database (ORD), a public repository of structured organic reaction records. Starting materials: BrC1=CC(=C(C=C1)\C(\CC)=N/NC1=CC=CC=C1)F ((Z)-1-(1-(4-bromo-2-fluorophenyl)propylidene)-2-phenylhydrazine), BrC1=CC(=C(C=C1)\C(\CC)=N\NC1=CC=CC=C1)F ((E)-1-(1-(4-bromo-2-fluorophenyl)propylidene)-2-phenylhydrazine), C([O-])([O-])=O.[K+].[K+] (potassium carbonate). Run in CN(C=O)C (N,N-dimethylformamide). Conditions: temperature 100 celsius, time 2 day. Yields the product BrC1=CC=C2C(=NN(C2=C1)C1=CC=CC=C1)CC (6-bromo-3-ethyl-1-phenyl-1H-indazole). As a reaction SMILES: [Br:1][C:2]1[CH:7]=[CH:6][C:5](/[C:8](=[N:11]\[NH:12][C:13]2[CH:18]=[CH:17][CH:16]=[CH:15][CH:14]=2)/[CH2:9][CH3:10])=[C:4](F)[CH:3]=1.BrC1C=CC(/C(=N/NC2C=CC=CC=2)/CC)=C(F)C=1.C(=O)([O-])[O-].[K+].[K+]>CN(C)C=O>[Br:1][C:2]1[CH:7]=[C:6]2[C:5]([C:8]([CH2:9][CH3:10])=[N:11][N:12]2[C:13]2[CH:18]=[CH:17][CH:16]=[CH:15][CH:14]=2)=[CH:4][CH:3]=1 |f:2.3.4|. Reported procedure: Into a 1000-mL 3-necked round-bottom flask, was placed a solution of (Z)-1-(1-(4-bromo-2-fluorophenyl)propylidene)-2-phenylhydrazine and (E)-1-(1-(4-bromo-2-fluorophenyl)propylidene)-2-phenylhydrazine (44.3 g, 138.01 mmol, 1.00 equiv) in N,N-dimethylformamide (400 mL), potassium carbonate (83 g, 601.45 mmol, 4.40 equiv). The resulting solution was stirred for 2 days at 100° C. in an oil bath. The resulting mixture was concentrated under vacuum. The resulting solution was diluted with water (500 ...